Dataset: the Open Reaction Database (ORD), a public repository of structured organic reaction records. Task: describe an organic reaction: reactants, conditions, products, and yield The reactants are C1CCOC1, C[S+](C)(C)=O, CS(C)=O, CC(C)(C)[O-], [I-], [K+], C=C(c1ccc2nc(-c3ccc(C4OCCCO4)cc3F)sc2n1)C1CCCCC1. Yields the product Fc1cc(C2OCCCO2)ccc1-c1nc2ccc(C3(C4CCCCC4)CC3)nc2s1. As a reaction SMILES: [CH2:47]1[O:48][CH2:49][CH2:50][CH2:51]1.[CH3:2][S+:3]([CH3:4])([CH3:5])=[O:6].[CH3:43][S:44]([CH3:45])=[O:46].[CH3:7][C:8]([CH3:9])([O-:10])[CH3:11].[I-:1].[K+:12].[O:13]1[CH:14]([c:19]2[cH:20][c:21]([F:42])[c:22](-[c:25]3[s:26][c:27]4[n:28][c:29]([C:34](=[CH2:35])[CH:36]5[CH2:37][CH2:38][CH2:39][CH2:40][CH2:41]5)[cH:30][cH:31][c:32]4[n:33]3)[cH:23][cH:24]2)[O:15][CH2:16][CH2:17][CH2:18]1>>[CH2:2]1[C:34]([c:29]2[n:28][c:27]3[s:26][c:25](-[c:22]4[c:21]([F:42])[cH:20][c:19]([CH:14]5[O:13][CH2:18][CH2:17][CH2:16][O:15]5)[cH:24][cH:23]4)[n:33][c:32]3[cH:31][cH:30]2)([CH:36]2[CH2:37][CH2:38][CH2:39][CH2:40][CH2:41]2)[CH2:35]1. Reactants: C1(CC1)COC1=C(C=C(CN2C(C(=C(CC2)O)C(=O)NCC(=O)OCC)=O)C=C1)C (ethyl N-({1-[4-(cyclopropylmethoxy)-3-methylbenzyl]-4-hydroxy-2-oxo-1,2,5,6-tetrahydro-3-pyridinyl}carbonyl)glycinate), [OH-].[Na+] (sodium hydroxide). Conditions: time 15 minute. Reported procedure: To a solution in ethanol (37.8 mL) of the compound (1.97 g) obtained in step (1) above, 0.5 mol/L sodium hydroxide in aqueous solution (18.9 mL) was added under cooling with ice and the mixture was brought to room temperature at which it was stirred for 15 minutes. After the reaction mixture was concentrated under reduced pressure, the resulting residue was purified by DIAION (registered trademark) HP20 column chromatography (with elution by methanol). The eluted fraction was concentrated under ... Product: [Na+].C1(CC1)COC1=C(C=C(CN2C(C(=C(CC2)O)C(=O)NCC(=O)[O-])=O)C=C1)C (N-({1-[4-(Cyclopropylmethoxy)-3-methylbenzyl]-4-hydroxy-2-oxo-1,2,5,6-tetrahydro-3-pyridinyl}carbonyl)glycine sodium salt). RXN SMILES: [CH:1]1([CH2:4][O:5][C:6]2[CH:29]=[CH:28][C:9]([CH2:10][N:11]3[CH2:16][CH2:15][C:14]([OH:17])=[C:13]([C:18]([NH:20][CH2:21][C:22]([O:24]CC)=[O:23])=[O:19])[C:12]3=[O:27])=[CH:8][C:7]=2[CH3:30])[CH2:3][CH2:2]1.[OH-].[Na+:32]>C(O)C>[Na+:32].[CH:1]1([CH2:4][O:5][C:6]2[CH:29]=[CH:28][C:9]([CH2:10][N:11]3[CH2:16][CH2:15][C:14]([OH:17])=[C:13]([C:18]([NH:20][CH2:21][C:22]([O-:24])=[O:23])=[O:19])[C:12]3=[O:27])=[CH:8][C:7]=2[CH3:30])[CH2:3][CH2:2]1 |f:1.2,4.5|. The solvent is C(C)O (ethanol), solution. Reactants: ( 3 ), C(C=C)OC[C@@H](C1=CC=CC=C1)NC(C(F)(F)F)=O ((R)-N-(2-(Allyloxy)-1-phenylethyl)-2,2,2-trifluoroacetamide), C([O-])([O-])=O.[K+].[K+] (potassium carbonate), CO (methanol). Solvent: O (H2O). Product: C(C=C)OC[C@H](N)C1=CC=CC=C1 ((R)-2-(allyloxy)-1-phenylethanamine). Yield: 54.4%. Reaction SMILES: [CH2:1]([O:4][CH2:5][C@H:6]([NH:13]C(=O)C(F)(F)F)[C:7]1[CH:12]=[CH:11][CH:10]=[CH:9][CH:8]=1)[CH:2]=[CH2:3].C(=O)([O-])[O-].[K+].[K+].CO>O>[CH2:1]([O:4][CH2:5][C@@H:6]([C:7]1[CH:12]=[CH:11][CH:10]=[CH:9][CH:8]=1)[NH2:13])[CH:2]=[CH2:3] |f:1.2.3|. Procedure details: Step Q (3): (R)-N-(2-(Allyloxy)-1-phenylethyl)-2,2,2-trifluoroacetamide (3.0 g, 11.0 mmol) from step Q (2), potassium carbonate (7.59 g, 55 mmol), methanol (300 mL) and H2O (20 mL) were heated to reflux for 16 h. The mixture was concentrated in vacuo. Water was added, and the aqueous layer was repeatedly extracted with EtOAc. The combined organics were washed with brine, dried over Na2SO4, and concentrated in vacuo to afford 1.06 g (54% yield) of (R)-2-(allyloxy)-1-phenylethanamine as a yellow o... Reactants: C(=O)C1=CN=C(S1)C1CCN(CC1)C(=O)OC(C)(C)C (t-butyl 4-(5-formylthiazol-2-yl)piperidine-1-carboxylate), CC(CCN)(C)C (3,3-dimethylbutan-1-amine). Conditions: time 18 hour. Product: CC(CC\N=C/C1=CN=C(S1)C1CCN(CC1)C(=O)OC(C)(C)C)(C)C ((z)-tert-butyl 4-(5-((3,3-dimethylbutylimino)methyl)thiazol-2-yl)piperidine-1-carboxylate). Isolated yield 91.0%. As a reaction SMILES: [CH:1]([C:3]1[S:7][C:6]([CH:8]2[CH2:13][CH2:12][N:11]([C:14]([O:16][C:17]([CH3:20])([CH3:19])[CH3:18])=[O:15])[CH2:10][CH2:9]2)=[N:5][CH:4]=1)=O.[CH3:21][C:22]([CH3:27])([CH3:26])[CH2:23][CH2:24][NH2:25]>>[CH3:21][C:22]([CH3:27])([CH3:26])[CH2:23][CH2:24]/[N:25]=[CH:1]\[C:3]1[S:7][C:6]([CH:8]2[CH2:13][CH2:12][N:11]([C:14]([O:16][C:17]([CH3:20])([CH3:19])[CH3:18])=[O:15])[CH2:10][CH2:9]2)=[N:5][CH:4]=1. Reported procedure: A mixture of t-butyl 4-(5-formylthiazol-2-yl)piperidine-1-carboxylate (250 mg, 0.84 mmol, 1 eq) and 3,3-dimethylbutan-1-amine (94 mg, 0.93 mmol, 1.1 eq) was stirred with molecular sieves at RT for 18 hr. After filtration, the excess solvent was concentrated in vacuo to give (z)-tert-butyl 4-(5-((3,3-dimethylbutylimino)methyl)thiazol-2-yl)piperidine-1-carboxylate (290 mg, 90% yield) with consistent 1H-NMR data. 1H NMR (CDCl3) δ 8.37 (s, 1H), 7.94 (s, 1H), 4.00 (m, 2H), 3.53 (t, J=8.1 Hz, 2H), 2.8... As a reaction SMILES: [Br:1][C:2]1[CH:7]=[CH:6][C:5]([C:8]2[N:16]([CH2:17][C:18]([OH:20])=O)[C:11]3=[N:12][CH:13]=[CH:14][CH:15]=[C:10]3[N:9]=2)=[CH:4][CH:3]=1.C(N1C=CN=C1)(N1C=CN=C1)=O.[NH2:33][CH:34]1[CH2:39][CH2:38][CH2:37][N:36]([CH2:40][CH3:41])[CH2:35]1>O1CCCC1>[Br:1][C:2]1[CH:3]=[CH:4][C:5]([C:8]2[N:16]([CH2:17][C:18]([NH:33][CH:34]3[CH2:39][CH2:38][CH2:37][N:36]([CH2:40][CH3:41])[CH2:35]3)=[O:20])[C:11]3=[N:12][CH:13]=[CH:14][CH:15]=[C:10]3[N:9]=2)=[CH:6][CH:7]=1. Isolated yield 61.5%. Conditions: time 3 hour. Solvent: O1CCCC1 (tetrahydrofuran), O1CCCC1 (tetrahydrofuran). Starting materials: BrC1=CC=C(C=C1)C1=NC=2C(=NC=CC2)N1CC(=O)O (2-(4-bromophenyl)-3H-imidazo[4,5-b]pyridine-3-acetic acid), C(=O)(N1C=NC=C1)N1C=NC=C1 (1,1'-carbonyldiimidazole), NC1CN(CCC1)CC (3-amino-N-ethylpiperidine). Product: BrC1=CC=C(C=C1)C1=NC=2C(=NC=CC2)N1CC(=O)NC1CN(CCC1)CC (2-(4-Bromophenyl)-N-(1-ethyl-3-piperidinyl)-3H-imidazo[4,5-b]pyridine-3-acetamide). Procedure: A suspension of 2-(4-bromophenyl)-3H-imidazo[4,5-b]pyridine-3-acetic acid (6.0 g, 0.018 mole), 1,1'-carbonyldiimidazole (3.1 g, 0.019 mole), and anhydrous tetrahydrofuran (100 ml) was stirred at room temperature with a stream of nitrogen bubbling through it for 3 hours. The nitrogen flow was stopped and a solution of 3-amino-N-ethylpiperidine (2.6 g, 0.020 mole) in dry tetrahydrofuran (25 ml) was added. The solution was stirred at room temperature under nitrogen for 2 hours. The reaction mixture... Starting materials: [BH4-], CCO, COCOc1ccc2ccc(C=O)nc2c1C#N, [Na+]. The product is COCOc1ccc2ccc(CO)nc2c1C#N. As a reaction SMILES: [BH4-:1].[CH3:21][CH2:22][OH:23].[CH:3](=[O:4])[c:5]1[n:6][c:7]2[c:8]([C:19]#[N:20])[c:9]([O:15][CH2:16][O:17][CH3:18])[cH:10][cH:11][c:12]2[cH:13][cH:14]1.[Na+:2]>>[CH2:3]([OH:4])[c:5]1[n:6][c:7]2[c:8]([C:19]#[N:20])[c:9]([O:15][CH2:16][O:17][CH3:18])[cH:10][cH:11][c:12]2[cH:13][cH:14]1. Reactants: [O-]CC.[Na+] (sodium ethoxide), Cl (hydrochloric acid), C(CC(=O)OCC)(=O)OCC (diethyl malonate), CSC=1N=CC2=C(N(C(OC2=O)=O)C(C)C)N1 (7-methylthio-1-isopropyl-2H-pyrimido[4,5-d][1,3]oxazine-2,4(1H)-dione). Product: C(C)OC(=O)C1=C(C2=C(N=C(N=C2)SC)N(C1=O)C(C)C)O (7,8-dihydro-5-hydroxy-8-isopropyl-2-(methylthio)-7-oxo-pyrido-[2,3-d]pyrimidine-6-carboxylic acid ethyl ester). Run in O (water). As a reaction SMILES: [O-]CC.[Na+].[C:5]([O:13]CC)(=O)[CH2:6][C:7]([O:9][CH2:10][CH3:11])=[O:8].[CH3:16][S:17][C:18]1[N:19]=[CH:20][C:21]2[C:26](=O)[O:25]C(=O)[N:23]([CH:29]([CH3:31])[CH3:30])[C:22]=2[N:32]=1.Cl>O>[CH2:10]([O:9][C:7]([C:6]1[C:5](=[O:13])[N:23]([CH:29]([CH3:30])[CH3:31])[C:22]2[N:32]=[C:18]([S:17][CH3:16])[N:19]=[CH:20][C:21]=2[C:26]=1[OH:25])=[O:8])[CH3:11] |f:0.1|. Reported procedure: To a solution of sodium ethoxide (0.9 g. 0.039 g. atom of sodium in 75 ml. of ethanol) was added 6.24 g. (0.03 mole) of diethyl malonate. The ethanol was removed in a rotary evaporator. To the residue was added 100 ml. of dimethyl formamide followed by 3.3 g. (0.013 mole) of 7-methylthio-1-isopropyl-2H-pyrimido[4,5-d][1,3]oxazine-2,4(1H)-dione. The reaction mixture was heated under reflux for 1 hour, cooled in ice and poured into 400 ml. of water. The solution was acidified with conc. hydrochlor... Starting materials: CO, Cl, CCCC(N)C(=O)O. Product: Cl, CCCC(N)C(=O)OC. As a reaction SMILES: [CH3:10][OH:11].[ClH:1].[NH2:2][CH:3]([C:4](=[O:5])[OH:6])[CH2:7][CH2:8][CH3:9]>>[ClH:1].[NH2:2][CH:3]([C:4]([O:5][CH3:10])=[O:6])[CH2:7][CH2:8][CH3:9].